From a dataset of the Open Reaction Database (ORD), a public repository of structured organic reaction records. describe an organic reaction: reactants, conditions, products, and yield Starting materials: C(C)(=O)OC=C (vinyl acetate), C(C)(=O)OC=C (vinyl acetate), C(C(=C)C)(=O)OC (methyl methacrylate). Product: C(C)(=O)OC=C.C(C(=C)C)(=O)OC (vinyl acetate methyl methacrylate). As a reaction SMILES: [C:1]([O:4][CH:5]=[CH2:6])(=[O:3])[CH3:2].[C:7]([O:12][CH3:13])(=[O:11])[C:8]([CH3:10])=[CH2:9]>>[C:1]([O:4][CH:5]=[CH2:6])(=[O:3])[CH3:2].[C:7]([O:12][CH3:13])(=[O:11])[C:8]([CH3:10])=[CH2:9] |f:2.3|. Procedure: Finely divided vinyl acetate-methyl methacrylate copolymer is prepared exactly as described in Example 1 except that in place of the vinyl acetate there is used a 75:25 mixture of vinyl acetate and methyl methacrylate and the heating temperature is maintained in the range of 75° to 85° C. After the postheating period, 60 parts of unreacted vinyl acetate is removed by evaporation with about 180 parts of the hydrocarbon solvent so that the ratio of the monomers in the polymer is about 68:32. The r... Reactants: C(C)(C)(C)OC(=O)N1CC(CC1)NC(=O)C=1SC=CC1NC1=C2C(=NC=C1)NC=C2 (3-{[3-(1H-Pyrrolo[2,3-b]pyridin-4-ylamino)-thiophene-2-carbonyl]-amino}-pyrrolidine-1-carboxylic acid tert-butyl ester), BrC1=CC=C(C=C1)CCN (2-(4-bromophenyl)ethylamine). Yields the product BrC1=CC=C(C=C1)CCNC(=O)C=1SC=CC1NC1=C2C(=NC=C1)NC=C2 (3-(1H-Pyrrolo[2,3-b]pyridin-4-ylamino)-thiophene-2-carboxylic acid [2-(4-bromo-phenyl)-ethyl]-amide). RXN SMILES: C(OC(N1[CH2:12][CH2:11][CH:10]([NH:13][C:14]([C:16]2[S:17][CH:18]=[CH:19][C:20]=2[NH:21][C:22]2[CH:27]=[CH:26][N:25]=[C:24]3[NH:28][CH:29]=[CH:30][C:23]=23)=[O:15])C1)=O)(C)(C)C.[Br:31][C:32]1[CH:37]=[CH:36]C(CCN)=[CH:34][CH:33]=1>>[Br:31][C:32]1[CH:37]=[CH:36][C:12]([CH2:11][CH2:10][NH:13][C:14]([C:16]2[S:17][CH:18]=[CH:19][C:20]=2[NH:21][C:22]2[CH:27]=[CH:26][N:25]=[C:24]3[NH:28][CH:29]=[CH:30][C:23]=23)=[O:15])=[CH:34][CH:33]=1. Reported procedure: This compound was prepared in an analogous manner as 3-{[3-(1H-Pyrrolo[2,3-b]pyridin-4-ylamino)-thiophene-2-carbonyl]-amino}-pyrrolidine-1-carboxylic acid tert-butyl ester using 2-(4-bromophenyl)ethylamine instead of 1-BOC-3-aminopyrrolidine. LCMS (ESI) 442 (M+H) 1H NMR (400 MHz, DMSO-d6) δ ppm 11.53 (1H, br. s.) 10.25 (1H, s) 8.17 (1H, t, J=5.47 Hz) 8.02 (1H, d, J=5.47 Hz) 7.77 (1H, d, J=5.47 Hz) 7.46 (1H, d, J=5.47 Hz) 7.44 (2H, d, J=8.20 Hz) 7.32 (1H, d, J=3.32 Hz) 7.18 (2H, d, J=8.20 Hz) 6.8... Starting materials: COc1ccc(C#N)c2ccccc12, CC(=O)OC(C)=O, O=[N+]([O-])O, O=S(=O)(O)O. Product: COc1c([N+](=O)[O-])cc(C#N)c2ccccc12. RXN SMILES: [C:5](#[N:6])[c:7]1[cH:8][cH:9][c:10]([O:17][CH3:18])[c:11]2[cH:12][cH:13][cH:14][cH:15][c:16]12.[CH3:24][C:25]([O:26][C:27](=[O:28])[CH3:29])=[O:30].[OH:1][N+:2]([O-:3])=[O:4].[S:19](=[O:20])(=[O:21])([OH:22])[OH:23]>>[O-:1][N+:2](=[O:4])[c:9]1[cH:8][c:7]([C:5]#[N:6])[c:16]2[c:11]([c:10]1[O:17][CH3:18])[cH:12][cH:13][cH:14][cH:15]2. Starting materials: O=C([O-])[O-], CN(C)CCCl, CC#N, ClCCl, Cl, [Cs+], [Cs+], [I-], [Na+], COC(=O)C(Cc1cccc(O)c1)C(C)=O. The product is COC(=O)C(Cc1cccc(OCCN(C)C)c1)C(C)=O. Reaction SMILES: [C:17](=[O:18])([O-:19])[O-:20].[CH3:26][N:27]([CH2:28][CH2:29][Cl:30])[CH3:31].[CH3:32][C:33]#[N:34].[Cl:35][CH2:36][Cl:37].[ClH:25].[Cs+:21].[Cs+:22].[I-:23].[Na+:24].[OH:1][c:2]1[cH:3][c:4]([CH2:5][CH:6]([C:7](=[O:8])[O:9][CH3:10])[C:11]([CH3:12])=[O:13])[cH:14][cH:15][cH:16]1>>[O:1]([c:2]1[cH:3][c:4]([CH2:5][CH:6]([C:7](=[O:8])[O:9][CH3:10])[C:11]([CH3:12])=[O:13])[cH:14][cH:15][cH:16]1)[CH2:29][CH2:28][N:27]([CH3:26])[CH3:31]. The reactants are CN(C=1C=C(OCC(CN=[N+]=[N-])O)C=CC1)C (3-(3-dimethylaminophenoxy)-2-hydroxypropylazide), [H-].[Al+3].[Li+].[H-].[H-].[H-] (lithium aluminum hydride). Run in O1CCCC1 (tetrahydrofuran). Product: CN(C=1C=C(OCC(CN)O)C=CC1)C (3-(3-Dimethylaminophenoxy)-2-hydroxypropylamine). Yield: 83.9%. As a reaction SMILES: [CH3:1][N:2]([CH3:17])[C:3]1[CH:4]=[C:5]([CH:14]=[CH:15][CH:16]=1)[O:6][CH2:7][CH:8]([OH:13])[CH2:9][N:10]=[N+]=[N-].[H-].[Al+3].[Li+].[H-].[H-].[H-]>O1CCCC1>[CH3:1][N:2]([CH3:17])[C:3]1[CH:4]=[C:5]([CH:14]=[CH:15][CH:16]=1)[O:6][CH2:7][CH:8]([OH:13])[CH2:9][NH2:10] |f:1.2.3.4.5.6|. Reported procedure: A procedure similar to that described in Preparation 13 was repeated, except that 2.41 g of 3-(3-dimethylaminophenoxy)-2-hydroxypropylazide (prepared as described in Preparation 80), 0.76 g of lithium aluminum hydride and 50 ml of anhydrous tetrahydrofuran were used, to give 1.80 g of the title compound having an Rf value of 0.9 (on silica gel thin layer chromatography, using a 4:1 by volume mixture of ethyl acetate and ethanol as the developing solvent). The reactants are C(C(C)C)(=O)CC(=O)OCC (ethyl isobutyroylacetate), [H-].[Na+] (sodium hydride), BrCC(=CCCC(=CCOC(C)=O)C)C (1-bromo-8-acetoxy-2,6-dimethyl-2,6-octadiene). The solvent is CCOCC (ether). Run at time 1 hour. Yields the product CC(=CCO)CCC=C(CCC(C(C)C)=O)C (3,7,11,-trimethyl-2,6-dodecadien-10-on-1-ol). Isolated yield 89.5%. Reaction SMILES: [H-].[Na+].[C:3]([CH2:8][C:9](OCC)=O)(=[O:7])[CH:4]([CH3:6])[CH3:5].Br[CH2:15][C:16](C)=[CH:17][CH2:18][CH2:19][C:20]([CH3:27])=[CH:21][CH2:22][O:23]C(=O)C>CCOCC>[CH3:27][C:20]([CH2:19][CH2:18][CH:17]=[C:16]([CH3:15])[CH2:9][CH2:8][C:3](=[O:7])[CH:4]([CH3:5])[CH3:6])=[CH:21][CH2:22][OH:23] |f:0.1|. Reported procedure: To a suspension of sodium hydride (1.9 g) in ether (40 ml) while cooling with ice, ethyl isobutyroylacetate (5.2 g) is added, and 1-bromo-8-acetoxy-2,6-dimethyl-2,6-octadiene (8 g) is dropwise added thereto. The reaction is carried out with reflux for 8 hours. The ether layer is separated from the reaction mixture, washed with water, dried and evaporated. The oily product (9.9 g) is added to a solution of potassium hydroxide (6.3 g) ethanol (120 g), and refluxing is continued for about 1 hour. T... Reactants: ClC(Cl)Cl, O=Cc1ccc2c(c1)C(C(Cl)(Cl)Cl)OC(C(Cl)(Cl)Cl)O2, NNc1ccccc1. The product is ClC(Cl)(Cl)C1Oc2ccc(C=NNc3ccccc3)cc2C(C(Cl)(Cl)Cl)O1. RXN SMILES: [CH:29]([Cl:30])([Cl:31])[Cl:32].[Cl:1][C:2]([CH:3]1[O:4][c:5]2[c:6]([cH:13][c:14]([CH:17]=[O:18])[cH:15][cH:16]2)[CH:7]([C:9]([Cl:10])([Cl:11])[Cl:12])[O:8]1)([Cl:19])[Cl:20].[NH2:21][NH:22][c:23]1[cH:24][cH:25][cH:26][cH:27][cH:28]1>>[Cl:1][C:2]([CH:3]1[O:4][c:5]2[c:6]([cH:13][c:14]([CH:17]=[N:21][NH:22][c:23]3[cH:24][cH:25][cH:26][cH:27][cH:28]3)[cH:15][cH:16]2)[CH:7]([C:9]([Cl:10])([Cl:11])[Cl:12])[O:8]1)([Cl:19])[Cl:20]. The reactants are COCCN(CCN(C(C1=CC(C(=O)NC2=C(C=C(C=C2)N2CCCCC2)C2=NC=CC(=C2)C(NCC2=CC(=CC=C2)C(F)(F)F)=O)=CC=C1)=O)C)C (N1-(2-((2-methoxyethyl)(methyl)amino)ethyl)-N1-methyl-N3-(4-(piperidin-1-yl)-2-(4-((3-(trifluoromethyl)benzyl)carbamoyl)pyridin-2-yl)phenyl)isophthalamide), CNCCO (2-(methylamino)ethanol). Yields the product OCCN(CCN(C(C1=CC(C(=O)NC2=C(C=C(C=C2)N2CCCCC2)C2=NC=CC(=C2)C(NCC2=CC(=CC=C2)C(F)(F)F)=O)=CC=C1)=O)C)C (N1-(2-((2-Hydroxyethyl)(methyl)amino)ethyl)-N1-methyl-N3-(4-(piperidin-1-yl)-2-(4-((3-(trifluoromethyl)benzyl)carbamoyl)pyridin-2-yl)phenyl)isophthalamide). RXN SMILES: C[O:2][CH2:3][CH2:4][N:5]([CH3:53])[CH2:6][CH2:7][N:8]([CH3:52])[C:9](=[O:51])[C:10]1[CH:50]=[CH:49][CH:48]=[C:12]([C:13]([NH:15][C:16]2[CH:21]=[CH:20][C:19]([N:22]3[CH2:27][CH2:26][CH2:25][CH2:24][CH2:23]3)=[CH:18][C:17]=2[C:28]2[CH:33]=[C:32]([C:34](=[O:47])[NH:35][CH2:36][C:37]3[CH:42]=[CH:41][CH:40]=[C:39]([C:43]([F:46])([F:45])[F:44])[CH:38]=3)[CH:31]=[CH:30][N:29]=2)=[O:14])[CH:11]=1.CNCCO>>[OH:2][CH2:3][CH2:4][N:5]([CH3:53])[CH2:6][CH2:7][N:8]([CH3:52])[C:9](=[O:51])[C:10]1[CH:50]=[CH:49][CH:48]=[C:12]([C:13]([NH:15][C:16]2[CH:21]=[CH:20][C:19]([N:22]3[CH2:27][CH2:26][CH2:25][CH2:24][CH2:23]3)=[CH:18][C:17]=2[C:28]2[CH:33]=[C:32]([C:34](=[O:47])[NH:35][CH2:36][C:37]3[CH:42]=[CH:41][CH:40]=[C:39]([C:43]([F:44])([F:46])[F:45])[CH:38]=3)[CH:31]=[CH:30][N:29]=2)=[O:14])[CH:11]=1. Reported procedure: This compound was prepared by the procedure described for the preparation of N1-(2-((2-methoxyethyl)(methyl)amino)ethyl)-N1-methyl-N3-(4-(piperidin-1-yl)-2-(4-((3-(trifluoromethyl)benzyl)carbamoyl)pyridin-2-yl)phenyl)isophthalamide 4.20.2, using 2-(methylamino)ethanol in place of N-methyl-2-(methoxyethyl)amine. MS (ES, m/z): 717 [M+H]+. Reactants: O=C(c1ccc(F)c(F)c1F)N(CCO)Cc1ccccc1, [H-], [Na+], CN(C)C=O, O. Yields the product O=C1c2ccc(F)c(F)c2OCCN1Cc1ccccc1. Reaction SMILES: [CH2:3]([c:4]1[cH:5][cH:6][cH:7][cH:8][cH:9]1)[N:10]([C:11]([c:12]1[c:13]([F:20])[c:14]([F:19])[c:15]([F:18])[cH:16][cH:17]1)=[O:21])[CH2:22][CH2:23][OH:24].[H-:1].[Na+:2].[O:26]=[CH:27][N:28]([CH3:29])[CH3:30].[OH2:25]>>[CH2:3]([c:4]1[cH:5][cH:6][cH:7][cH:8][cH:9]1)[N:10]1[C:11](=[O:21])[c:12]2[c:13]([c:14]([F:19])[c:15]([F:18])[cH:16][cH:17]2)[O:24][CH2:23][CH2:22]1.